This data is from the Open Reaction Database (ORD), a public repository of structured organic reaction records. The task is: describe an organic reaction: reactants, conditions, products, and yield Starting materials: CCC(=O)Cl, ClCCl, Nc1cnc(-c2ccncc2F)c(-c2cccnc2)n1, c1ccncc1. The product is CCC(=O)Nc1cnc(-c2ccncc2F)c(-c2cccnc2)n1. Reaction SMILES: [C:27]([CH2:28][CH3:29])(=[O:30])[Cl:31].[Cl:32][CH2:33][Cl:34].[F:1][c:2]1[cH:3][n:4][cH:5][cH:6][c:7]1-[c:8]1[n:9][cH:10][c:11]([NH2:20])[n:12][c:13]1-[c:14]1[cH:15][n:16][cH:17][cH:18][cH:19]1.[cH:21]1[cH:22][cH:23][n:24][cH:25][cH:26]1>>[F:1][c:2]1[cH:3][n:4][cH:5][cH:6][c:7]1-[c:8]1[n:9][cH:10][c:11]([NH:20][C:27]([CH2:28][CH3:29])=[O:30])[n:12][c:13]1-[c:14]1[cH:15][n:16][cH:17][cH:18][cH:19]1.